This data is from the Open Reaction Database (ORD), a public repository of structured organic reaction records. The task is: describe an organic reaction: reactants, conditions, products, and yield Starting materials: C(C)(=O)OCC (Ethyl acetate), ClC1=CC(=CC=C1)C(=O)OO (m-Chloroperbenzoic acid), CC(C)(C)OC(=O)N1CC=CC1 (2,5-dihydro-1H-pyrrole-1-carboxylic acid 1,1-dimethylethyl ester), 24h, peracid. The solvent is ClCCl (dichloromethane). Run at time 4 hour. Yields the product CC(C)(OC(=O)N1CC2OC2C1)C (3[(1,1-Dimethylethoxy)carbonyl]-6-oxa-3-azabicyclo[3.1.0]hexane). Yield: 39.1%. Reaction SMILES: ClC1C=CC=C(C(OO)=[O:9])C=1.[CH3:12][C:13]([O:16][C:17]([N:19]1[CH2:23][CH:22]=[CH:21][CH2:20]1)=[O:18])([CH3:15])[CH3:14].C(OCC)(=O)C>ClCCl>[CH3:15][C:13]([CH3:12])([O:16][C:17]([N:19]1[CH2:23][CH:22]2[CH:21]([O:9]2)[CH2:20]1)=[O:18])[CH3:14]. Reported procedure: 80% m-Chloroperbenzoic acid (3.9 g, 0.0226 mole) was added to a solution of 2,5-dihydro-1H-pyrrole-1-carboxylic acid 1,1-dimethylethyl ester (3.55 g, 0.021 mole) in dichloromethane (70 ml) and the mixture was stirred for 24h when more peracid (0.27 g,0.00156 mole) was added and the stirring continued for a further 4h. Ethyl acetate was added and the mixture was washed with 10% sodium carbonate solution. The aqueous phase was extracted with ethyl acetate (50 ml) and the combined organic solution ... Starting materials: [Si](C)(C)(C(C)(C)C)OCC=1NC(=CN1)SC1=CC(=CC=C1)Cl (2-t-butyldimethylsilyloxymethyl-5-(3-chlorophenylthio)-1H-imidazole), C=O (formaline). The product is [Si](C)(C)(C(C)(C)C)OCC=1NC(=C(N1)CO)SC1=CC(=CC=C1)Cl ([2-t-butyldimethylsilyloxymethyl-5-(3-chlorophenylthio)-1H-imidazol-4-yl]methanol). Isolated yield 33.0%. As a reaction SMILES: [Si:1]([O:8][CH2:9][C:10]1[NH:11][C:12]([S:15][C:16]2[CH:21]=[CH:20][CH:19]=[C:18]([Cl:22])[CH:17]=2)=[CH:13][N:14]=1)([C:4]([CH3:7])([CH3:6])[CH3:5])([CH3:3])[CH3:2].[CH2:23]=[O:24]>>[Si:1]([O:8][CH2:9][C:10]1[NH:11][C:12]([S:15][C:16]2[CH:21]=[CH:20][CH:19]=[C:18]([Cl:22])[CH:17]=2)=[C:13]([CH2:23][OH:24])[N:14]=1)([C:4]([CH3:7])([CH3:5])[CH3:6])([CH3:3])[CH3:2]. Procedure: An aqueous solution of 2.0 g (5.6 mmol) of 2-t-butyldimethylsilyloxymethyl-5-(3-chlorophenylthio)-1H-imidazole (45') in 37% formaline (10 ml) was heated at 120° C. for 10 hours in a sealed tube. The reaction mixture was washed out with methanol from the tube, dried over sodium sulfate, and the solvent was distilled off under reduced pressure. The residue was purified by silica gel chromatography (ethyl acetate:n-hexane=1:1), the crude product was washed with n-hexane, and filtered to give 716 mg... The reactants are Cl (hydrochloric acid), C(#N)CN1CCC(CC1)C(C1=CC=C(C=C1)F)=O (N-(cyanomethyl)-4-(p-fluorobenzoyl)-piperidine), [H][H] (hydrogen). The reagents and catalysts are [Pt]=O (platinum oxide). Run in C(C)(=O)O (acetic acid). Reaction conditions: time 6 hour. Yields the product Cl.NCCN1CCC(CC1)C(C1=CC=C(C=C1)F)=O (N-(2-aminoethyl)-4-(p-fluorobenzoyl)-piperidine hydrochloride). RXN SMILES: [C:1]([CH2:3][N:4]1[CH2:9][CH2:8][CH:7]([C:10](=[O:18])[C:11]2[CH:16]=[CH:15][C:14]([F:17])=[CH:13][CH:12]=2)[CH2:6][CH2:5]1)#[N:2].[ClH:19].[H][H]>C(O)(=O)C.[Pt]=O>[ClH:19].[NH2:2][CH2:1][CH2:3][N:4]1[CH2:5][CH2:6][CH:7]([C:10](=[O:18])[C:11]2[CH:12]=[CH:13][C:14]([F:17])=[CH:15][CH:16]=2)[CH2:8][CH2:9]1 |f:5.6|. Procedure: 14.1 g (0.05 mol) of N-(cyanomethyl)-4-(p-fluorobenzoyl)-piperidine are dissolved in 1.5 liters of glacial acetic acid and 30 ml of concentrated hydrochloric acid and hydrogenated together with 2 g of platinum oxide in a hydrogen atmosphere. After 6 hours, the theoretical amount of 2.25 liters of hydrogen is absorbed. The catalyst is then filtered off with suction and the filtrate is concentrated to approximately 30 ml in a water-jet vacuum. There is added to the resulting crystal mass 5 ml of i... Reactants: O=C1CCC(=O)N1Br, O=C(OOC(=O)c1ccccc1)c1ccccc1, ClC(Cl)(Cl)Cl, COP(=O)(OC)c1cc(-c2ccc(C)cc2)ccc1C=Cc1ccccc1, O. Yields the product COP(=O)(OC)c1cc(-c2ccc(CBr)cc2)ccc1C=Cc1ccccc1. RXN SMILES: [Br:28][N:29]1[C:30](=[O:31])[CH2:32][CH2:33][C:34]1=[O:35].[C:36]([O:37][O:38][C:39](=[O:40])[c:41]1[cH:42][cH:43][cH:44][cH:45][cH:46]1)(=[O:47])[c:48]1[cH:49][cH:50][cH:51][cH:52][cH:53]1.[C:55]([Cl:56])([Cl:57])([Cl:58])[Cl:59].[CH3:1][O:2][P:3]([O:4][CH3:5])(=[O:6])[c:7]1[cH:8][c:9](-[c:21]2[cH:22][cH:23][c:24]([CH3:27])[cH:25][cH:26]2)[cH:10][cH:11][c:12]1[CH:13]=[CH:14][c:15]1[cH:16][cH:17][cH:18][cH:19][cH:20]1.[OH2:54]>>[CH3:1][O:2][P:3]([O:4][CH3:5])(=[O:6])[c:7]1[cH:8][c:9](-[c:21]2[cH:22][cH:23][c:24]([CH2:27][Br:28])[cH:25][cH:26]2)[cH:10][cH:11][c:12]1[CH:13]=[CH:14][c:15]1[cH:16][cH:17][cH:18][cH:19][cH:20]1. Starting materials: ClC=1N(C2=NC(=NC(=C2N1)N1[C@H](COCC1)C)C=1C=NC(=NC1)N)CC(C)C (5-{8-chloro-9-isobutyl-6-[(3S)-3-methylmorpholin-4-yl]-9H-purin-2-yl}pyrimidin-2-amine), N1CCNCC1 (piperazine). Run in CN1C(CCC1)=O (N-methyl-2-pyrrolidone). Product: C(C(C)C)N1C2=NC(=NC(=C2N=C1N1CCNCC1)N1[C@H](COCC1)C)C=1C=NC(=NC1)N (5-{9-Isobutyl-6-[(3S)-3-methylmorpholin-4-yl]-8-piperazin-1-yl-9H-purin-2-yl}pyrimidin-2-amine). The yield is 71.2%. As a reaction SMILES: Cl[C:2]1[N:3]([CH2:25][CH:26]([CH3:28])[CH3:27])[C:4]2[C:9]([N:10]=1)=[C:8]([N:11]1[CH2:16][CH2:15][O:14][CH2:13][C@@H:12]1[CH3:17])[N:7]=[C:6]([C:18]1[CH:19]=[N:20][C:21]([NH2:24])=[N:22][CH:23]=1)[N:5]=2.[NH:29]1[CH2:34][CH2:33][NH:32][CH2:31][CH2:30]1>CN1CCCC1=O>[CH2:25]([N:3]1[C:2]([N:29]2[CH2:34][CH2:33][NH:32][CH2:31][CH2:30]2)=[N:10][C:9]2[C:4]1=[N:5][C:6]([C:18]1[CH:19]=[N:20][C:21]([NH2:24])=[N:22][CH:23]=1)=[N:7][C:8]=2[N:11]1[CH2:16][CH2:15][O:14][CH2:13][C@@H:12]1[CH3:17])[CH:26]([CH3:28])[CH3:27]. Procedure: An N-methyl-2-pyrrolidone (2 ml) solution of 5-{8-chloro-9-isobutyl-6-[(3S)-3-methylmorpholin-4-yl]-9H-purin-2-yl}pyrimidin-2-amine (307 mg, 0.76 mmol) and piperazine (328 mg, 3.81 mmol) was stirred at 150° C. for 90 minutes and returned to room temperature. The reaction mixture was purified by flash silica gel column chromatography (chloroform:methanol=95:5 to 85:15) to give the title compound (245 mg, 71%) as a solid. Starting materials: ClC=1C=C(C=CC1O)CCC(=O)C1CCCC1 (3-(3-chloro-4-hydroxyphenyl)-1-cyclopentylpropan-1-one), O (water), ClC(C(=O)OC)(F)F (methyl 2-chloro-2,2-difluoroacetate), C(=O)([O-])[O-].[K+].[K+] (K2CO3). Solvent: CN(C)C=O (DMF). Conditions: time 2 hour. The product is ClC=1C=C(C=CC1OC(F)F)CCC(=O)C1CCCC1 (3-[3-Chloro-4-(difluoromethoxy)phenyl]-1-cyclopentylpropan-1-one). The yield is 85.2%. Reaction SMILES: [Cl:1][C:2]1[CH:3]=[C:4]([CH2:9][CH2:10][C:11]([CH:13]2[CH2:17][CH2:16][CH2:15][CH2:14]2)=[O:12])[CH:5]=[CH:6][C:7]=1[OH:8].Cl[C:19]([F:25])([F:24])C(OC)=O.C([O-])([O-])=O.[K+].[K+].O>CN(C=O)C>[Cl:1][C:2]1[CH:3]=[C:4]([CH2:9][CH2:10][C:11]([CH:13]2[CH2:17][CH2:16][CH2:15][CH2:14]2)=[O:12])[CH:5]=[CH:6][C:7]=1[O:8][CH:19]([F:25])[F:24] |f:2.3.4|. Procedure details: A mixture of 3-(3-chloro-4-hydroxyphenyl)-1-cyclopentylpropan-1-one (15 g, 59.35 mmol, Example B(58), Step 2)), methyl 2-chloro-2,2-difluoroacetate (17.15 g, 118.7 mmol, 2 equiv) and K2CO3 (12.4 g, 124.6 mmol, 2.1 equiv) in dry DMF (150 mL) was stirred at 75–80° C. for 2 h. The mixture was poured into water and extracted with ethyl acetate. The organic layer was washed with aqueous 1 M NaOH and brine. The organic phase was dried over Na2SO4, filtered, and concentrated in vacuo. The residue was s...